Dataset: the Open Reaction Database (ORD), a public repository of structured organic reaction records. Task: describe an organic reaction: reactants, conditions, products, and yield Reactants: CC1=CC=C2C(N3C(=NC2=C1)NC1=C3C=CC=C1)=O (3-methylbenzimidazo[2,1-b]quinazolin-12(6H)one), BrCC1C(C)O1 (1-bromo-2,3-epoxybutane). The product is CC1=CC=C2C(N3C(=NC2=C1)N(C1=C3C=CC=C1)CC1C(C)O1)=O (3-Methyl-6-(2,3-epoxybutyl)benzimidazo[2,1-b]quinazolin-12(6H)one). RXN SMILES: [CH3:1][C:2]1[CH:11]=[C:10]2[C:5]([C:6](=[O:19])[N:7]3[C:14]4[CH:15]=[CH:16][CH:17]=[CH:18][C:13]=4[NH:12][C:8]3=[N:9]2)=[CH:4][CH:3]=1.Br[CH2:21][CH:22]1[O:25][CH:23]1[CH3:24]>>[CH3:1][C:2]1[CH:11]=[C:10]2[C:5]([C:6](=[O:19])[N:7]3[C:14]4[CH:15]=[CH:16][CH:17]=[CH:18][C:13]=4[N:12]([CH2:24][CH:23]4[O:25][CH:22]4[CH3:21])[C:8]3=[N:9]2)=[CH:4][CH:3]=1. Procedure details: 3-Methyl-6-(2,3-epoxybutyl)benzimidazo[2,1-b]quinazolin-12(6H)one is prepared with 3-methylbenzimidazo[2,1-b]quinazolin-12(6H)one and 1-bromo-2,3-epoxybutane. Reactants: CC(C)(C)OC(=O)NC(Cc1ccc(F)cc1)C(=O)Nc1ccc(I)cc1F, CC(=O)[O-], CC(=O)[O-], Cc1ccccc1, CCOC(C)=O, OB(O)C1CC1, C1CCC(P(C2CCCCC2)C2CCCCC2)CC1, O, [Pd+2]. The product is CC(C)(C)OC(=O)NC(Cc1ccc(F)cc1)C(=O)Nc1ccc(C2CC2)cc1F. Reaction SMILES: [C:1]([CH3:2])([CH3:3])([CH3:4])[O:5][C:6]([NH:7][CH:8]([CH2:9][c:10]1[cH:11][cH:12][c:13]([F:16])[cH:14][cH:15]1)[C:17]([NH:18][c:19]1[c:20]([F:26])[cH:21][c:22]([I:25])[cH:23][cH:24]1)=[O:27])=[O:28].[C:68]([O-:69])(=[O:70])[CH3:71].[C:73]([O-:74])(=[O:75])[CH3:76].[CH3:54][c:55]1[cH:56][cH:57][cH:58][cH:59][cH:60]1.[CH3:62][CH2:63][O:64][C:65](=[O:66])[CH3:67].[CH:29]1([B:32]([OH:33])[OH:34])[CH2:30][CH2:31]1.[CH:35]1([P:36]([CH:37]2[CH2:38][CH2:39][CH2:40][CH2:41][CH2:42]2)[CH:43]2[CH2:44][CH2:45][CH2:46][CH2:47][CH2:48]2)[CH2:49][CH2:50][CH2:51][CH2:52][CH2:53]1.[OH2:61].[Pd+2:72]>>[C:1]([CH3:2])([CH3:3])([CH3:4])[O:5][C:6]([NH:7][CH:8]([CH2:9][c:10]1[cH:11][cH:12][c:13]([F:16])[cH:14][cH:15]1)[C:17]([NH:18][c:19]1[c:20]([F:26])[cH:21][c:22]([CH:29]2[CH2:30][CH2:31]2)[cH:23][cH:24]1)=[O:27])=[O:28].